Dataset: the Open Reaction Database (ORD), a public repository of structured organic reaction records. Task: describe an organic reaction: reactants, conditions, products, and yield Starting materials: BrCC(=O)[O-] (bromoacetate), C(C1=CC=CC=C1)OC(C)[O-] (benzyloxyethanolate), OS(=O)(=O)[O-].[K+] (KHSO4). Solvent: C(C)(=O)OCC (ethyl acetate). Yields the product C1(=CC=CC=C1)COCCOCC(=O)O (7-phenyl-3,6-dioxaheptanoic acid). Yield: 93.0%. As a reaction SMILES: Br[CH2:2][C:3]([O-:5])=[O:4].[CH2:6]([O:13][CH:14]([O-])[CH3:15])[C:7]1[CH:12]=[CH:11][CH:10]=[CH:9][CH:8]=1.[OH:17]S([O-])(=O)=O.[K+]>C(OCC)(=O)C>[C:7]1([CH2:6][O:13][CH2:14][CH2:15][O:17][CH2:2][C:3]([OH:5])=[O:4])[CH:12]=[CH:11][CH:10]=[CH:9][CH:8]=1 |f:2.3|. Procedure details: This solution of bromoacetate is added dropwise to the prepared solution of benzyloxyethanolate anion, and the mixture is heated at reflux for 19 h. The reaction is stopped with 5% KHSO4. 250 ml ethyl acetate is added and the organic phase is extracted three times with the aid of 5% NaOH. The pH of the alkaline phase is reduced to 1 with 10% HCl and extraction is performed twice with EtOAc. The organic phase is washed three times with sodium chloride solution, dried on Na2SO4, and evaporated to ... The reactants are N1C=NC2=C1C=CC(=C2)N(C(=O)CC(=O)OCC)C(C(NCC(C)(C)OC(=O)OC)=O)C2=CC=CC=C2 (ethyl 2-[(1H-benzo[d]imidazol-5-yl)[phenyl({2-[(methoxycarbonyl)oxy]-2-methylpropyl}carbamoyl)methyl]-carbamoyl]-acetate), Intermediate 1, CC(C)([O-])C.[K+] (potassium tert.-butoxide). Yields the product N1C=NC2=C1C=CC(=C2)N2C(C(C(C2C2=CC=CC=C2)=O)C(=O)OCC)=O (Ethyl 1-(1H-benzo[d]imidazol-5-yl)-2,4-dioxo-5-phenylpyrrolidine-3-carboxylate). Reaction SMILES: [NH:1]1[C:5]2[CH:6]=[CH:7][C:8]([N:10]([CH:19]([C:32]3[CH:37]=[CH:36][CH:35]=[CH:34][CH:33]=3)[C:20](=[O:31])NCC(OC(OC)=O)(C)C)[C:11]([CH2:13][C:14]([O:16][CH2:17][CH3:18])=[O:15])=[O:12])=[CH:9][C:4]=2[N:3]=[CH:2]1.CC(C)([O-])C.[K+]>>[NH:1]1[C:5]2[CH:6]=[CH:7][C:8]([N:10]3[CH:19]([C:32]4[CH:37]=[CH:36][CH:35]=[CH:34][CH:33]=4)[C:20](=[O:31])[CH:13]([C:14]([O:16][CH2:17][CH3:18])=[O:15])[C:11]3=[O:12])=[CH:9][C:4]=2[N:3]=[CH:2]1 |f:1.2|. Procedure details: The compound was synthesized starting from ethyl 2-[(1H-benzo[d]imidazol-5-yl)[phenyl({2-[(methoxycarbonyl)oxy]-2-methylpropyl}carbamoyl)methyl]-carbamoyl]-acetate (which may be prepared in accordance with the procedure described for Intermediate 1; 0.3 g, 0.588 mmol) and potassium tert.-butoxide solution (1M, 1.18 ml, 1.176 mmol) according to the method described in step 2.